Dataset: the Open Reaction Database (ORD), a public repository of structured organic reaction records. Task: describe an organic reaction: reactants, conditions, products, and yield The yield is 50.0%. Product: BrC1=CC=C(CN2CCN(CC2)CCCOC2=C3CCCC(C3=CC=C2)=O)C=C1 (5-{3-[4-(4-bromobenzyl)-1-piperazinyl]-propoxy}-3,4-dihydro-2H-naphthalene-1-one). Reactants: OC1=C2CCCC(C2=CC=C1)=O (5-hydroxy-1-oxotetraline), ClCCCN1CCN(CC1)CC1=CC=C(C=C1)Br (1-(3-chloropropyl)-4-(4-bromobenzyl)-piperazine), C1(=C(C(=C(C(=C1F)F)F)N)F)N.Cl.Cl (dihydrochloride). As a reaction SMILES: [OH:1][C:2]1[CH:11]=[CH:10][CH:9]=[C:8]2[C:3]=1[CH2:4][CH2:5][CH2:6][C:7]2=[O:12].Cl[CH2:14][CH2:15][CH2:16][N:17]1[CH2:22][CH2:21][N:20]([CH2:23][C:24]2[CH:29]=[CH:28][C:27]([Br:30])=[CH:26][CH:25]=2)[CH2:19][CH2:18]1.C1(N)C(F)=C(F)C(F)=C(N)C=1F.Cl.Cl>>[Br:30][C:27]1[CH:28]=[CH:29][C:24]([CH2:23][N:20]2[CH2:21][CH2:22][N:17]([CH2:16][CH2:15][CH2:14][O:1][C:2]3[CH:11]=[CH:10][CH:9]=[C:8]4[C:3]=3[CH2:4][CH2:5][CH2:6][C:7]4=[O:12])[CH2:18][CH2:19]2)=[CH:25][CH:26]=1 |f:2.3.4|. Procedure: From 5-hydroxy-1-oxotetraline and 1-(3-chloropropyl)-4-(4-bromobenzyl)-piperazine; yield 50% of theory; m.p. of the dihydrochloride (recrystallized from 1N hydrochloric acid) 256°-259°C (decomposed); Starting materials: C([O-])([O-])=O.[K+].[K+] (potassium carbonate), BrCC=C(CC(C)C)CC(C)C (1-bromo-3-isobutyl-5-methyl-2-hexene), C1(=CC=CC=C1)S(=O)[O-].[Na+] (sodium phenyl sulfinate). The reagents and catalysts are [I-].[Na+] (sodium iodide). Run in CO (methanol). Run at time 15 hour. The product is C(C(C)C)C(=CCS(=O)(=O)C1=CC=CC=C1)CC(C)C ((3-isobutyl-5-methyl-2-hexenyl)phenylsulfone). Isolated yield 69.5%. As a reaction SMILES: [C:1]1([S:7]([O-:9])=[O:8])[CH:6]=[CH:5][CH:4]=[CH:3][CH:2]=1.[Na+].C(=O)([O-])[O-].[K+].[K+].Br[CH2:18][CH:19]=[C:20]([CH2:25][CH:26]([CH3:28])[CH3:27])[CH2:21][CH:22]([CH3:24])[CH3:23]>CO.[I-].[Na+]>[CH2:25]([C:20]([CH2:21][CH:22]([CH3:24])[CH3:23])=[CH:19][CH2:18][S:7]([C:1]1[CH:6]=[CH:5][CH:4]=[CH:3][CH:2]=1)(=[O:9])=[O:8])[CH:26]([CH3:28])[CH3:27] |f:0.1,2.3.4,7.8|. Reported procedure: 55 gm of sodium phenyl sulfinate were dissolved in 500 cc of methanol and then 8 gm of potassium carbonate, 1 gm of sodium iodide and finally 71 gm of 1-bromo-3-isobutyl-5-methyl-2-hexene were added to the solution, which was then agitated for 15 hours at room temperature. Thereafter, the reaction mixture was concentrated to dryness under reduced pressure and water was added thereto. The aqueous phase was extracted with methylene chloride and the methylene chloride extracts were combined. The or...